Dataset: the Open Reaction Database (ORD), a public repository of structured organic reaction records. Task: describe an organic reaction: reactants, conditions, products, and yield Reactants: BrCC(=O)Br (Bromoacetylbromide), ice, N1CCC(CC1)C1=CC=C(C=C1)[C@H](C)NC(C)=O ((S)—N-[1-(4-piperidin-4-yl-phenyl)-ethyl]-acetamide), TEA. The solvent is ClCCl (dichloromethane). Product: BrCC(=O)N1CCC(CC1)C1=CC=C(C=C1)[C@H](C)NC(C)=O ((S)—N-{1-[4-(1-(2-Bromoacetyl)piperidin-4-yl)-phenyl]-ethyl}-acetamide). Reaction SMILES: [Br:1][CH2:2][C:3](Br)=[O:4].[NH:6]1[CH2:11][CH2:10][CH:9]([C:12]2[CH:17]=[CH:16][C:15]([C@@H:18]([NH:20][C:21](=[O:23])[CH3:22])[CH3:19])=[CH:14][CH:13]=2)[CH2:8][CH2:7]1>ClCCl>[Br:1][CH2:2][C:3]([N:6]1[CH2:11][CH2:10][CH:9]([C:12]2[CH:17]=[CH:16][C:15]([C@@H:18]([NH:20][C:21](=[O:23])[CH3:22])[CH3:19])=[CH:14][CH:13]=2)[CH2:8][CH2:7]1)=[O:4]. Reported procedure: 530 μl (6.09 mmol) Bromoacetylbromide are added dropwise to an ice cold mixture of 1.50 g (6.09 mmol) (S)—N-[1-(4-piperidin-4-yl-phenyl)-ethyl]-acetamide (V.1) and 1.03 mL (7.31 mmol) TEA in 20 mL dichloromethane. Then the cooling is removed and the mixture is allowed to warm to rt and then quenched by the addition of water. The mixture is extracted with DCM, the org. layers are combined, washed with water and dried with MgSO4. The solvent is removed in vacuo and the crude product is used withou... The reactants are OC1CC(C1)C(=O)O (3-hydroxycyclobutanecarboxylic acid), C(C)(=O)Cl (acetyl chloride). The reagents and catalysts are CN(C)C=1C=CN=CC1 (DMAP). The solvent is C(Cl)Cl (DCM), C(Cl)Cl (DCM). Run at temperature 0 celsius. Product: C(C)(=O)OC1CC(C1)C(=O)O (3-acetoxycyclobutanecarboxylic acid). RXN SMILES: [OH:1][CH:2]1[CH2:5][CH:4]([C:6]([OH:8])=[O:7])[CH2:3]1.[C:9](Cl)(=[O:11])[CH3:10]>C(Cl)Cl.CN(C1C=CN=CC=1)C>[C:9]([O:1][CH:2]1[CH2:5][CH:4]([C:6]([OH:8])=[O:7])[CH2:3]1)(=[O:11])[CH3:10]. Reported procedure: To a solution of 3-hydroxycyclobutanecarboxylic acid (100 mg, 0.86 mmol) in DCM (10 mL) was added DMAP (1.0 mg, 0.086 mmol). The solution was cooled to 0° C., followed by the addition of acetyl chloride (0.14 mL, 2.6 mmol). The reaction was heated at 45° C. for 4 hours, then cooled to rt and diluted with DCM (20 mL). The mixture was washed with water (10 mL), followed by washing with brine (10 mL), dried over anhydrous Na2SO4, filtered, and concentrated in vacuo to obtained the crude product whi... The reactants are FC1=CC(=C(C=C1)N)N (4-fluoro-1,2-phenylenediamine), ClC1=CC=C(C=C1)C1CC(=O)OC(C1)=O (3-(4-chlorophenyl)glutaric anhydride). The product is ClC1=CC=C(C=C1)C(CC(=O)O)CC=1NC2=C(N1)C=CC(=C2)F.Cl (3-(4-chlorophenyl)-4-(5-fluoro-2-benzimidazolyl)butanoic acid•HCl). RXN SMILES: [F:1][C:2]1[CH:7]=[CH:6][C:5]([NH2:8])=[C:4]([NH2:9])[CH:3]=1.[Cl:10][C:11]1[CH:16]=[CH:15][C:14]([CH:17]2[CH2:23][C:22](=O)[O:21][C:19](=[O:20])[CH2:18]2)=[CH:13][CH:12]=1>>[Cl:10][C:11]1[CH:12]=[CH:13][C:14]([CH:17]([CH2:23][C:22]2[NH:9][C:4]3[CH:3]=[C:2]([F:1])[CH:7]=[CH:6][C:5]=3[N:8]=2)[CH2:18][C:19]([OH:21])=[O:20])=[CH:15][CH:16]=1.[ClH:10] |f:2.3|. Procedure: By a procedure similar to that of 1.4, starting from commercial 4-fluoro-1,2-phenylenediamine and 3-(4-chlorophenyl)glutaric anhydride, 3-(4-chlorophenyl)-4-(5-fluoro-2-benzimidazolyl)butanoic acid•HCl was obtained as colourless solid. The reactants are C[Si](C)(C)Cl (Trimethylsilyl chloride), C(C)OC1=C(OC(C(CO)O)C2=CC=CC=C2)C=CC=C1 ((2RS,3SR)-3-(2-Ethoxyphenoxy)-2-hydroxy-3-phenylpropanol), Cl (Hydrochloric acid), CS(=O)(=O)Cl (methanesulfonyl chloride). Run in C(C)(=O)OCC (ethyl acetate), C(C)(=O)OCC (ethyl acetate), C(C)N(CC)CC (triethylamine), C(C)(=O)OCC (ethyl acetate), C(C)N(CC)CC (Triethylamine). Run at temperature -17 celsius, time 15 minute. Yields the product C(C)OC1=C(OC(C(CO)OS(=O)(=O)C)C2=CC=CC=C2)C=CC=C1 ((2RS,3SR)-3-(2-Ethoxyphenoxy)-2-mesyloxy-3-phenyl-1-propanol). The yield is 102.9%. Reaction SMILES: [CH2:1]([O:3][C:4]1[CH:21]=[CH:20][CH:19]=[CH:18][C:5]=1[O:6][CH:7]([C:12]1[CH:17]=[CH:16][CH:15]=[CH:14][CH:13]=1)[CH:8]([OH:11])[CH2:9][OH:10])[CH3:2].C[Si](Cl)(C)C.[CH3:27][S:28](Cl)(=[O:30])=[O:29].Cl>C(OCC)(=O)C.C(N(CC)CC)C>[CH2:1]([O:3][C:4]1[CH:21]=[CH:20][CH:19]=[CH:18][C:5]=1[O:6][CH:7]([C:12]1[CH:13]=[CH:14][CH:15]=[CH:16][CH:17]=1)[CH:8]([O:11][S:28]([CH3:27])(=[O:30])=[O:29])[CH2:9][OH:10])[CH3:2]. Reported procedure: 3-(2-Ethoxyphenoxy)-2-hydroxy-3-phenylpropanol from Example 2 (0.288 g, 1 mmole) and triethylamine ((0.15 mL, 1.1 mmole) were dissolved in ethyl acetate (5 mL) and cooled to −17° C. Trimethylsilyl chloride (0.13 mL, 1.0 mmole) dissolved in ethyl acetate (2 mL) was added over 10 minutes keeping the temperature below −15° C. a white precipitate formed during this addition. The mixture was stirred below −15° C. for 15 minutes. Triethylamine (0.15 mL, 1.1 mmole) was added, followed by methanesulfony... Reactants: C[Si](C(C)(C)C)(O[C@H]1[C@@H](O[C@@H]([C@H]1O[Si](C(C)(C)C)(C)C)CO[Si](C(C)(C)C)(C)C)N1C2=NC(=NC(=C2N=C1)N)C=1C=NN(C1)CC1=CC=CC=C1)C (9-{(2R,3R,4R,5R)-3,4-bis(1,1,2,2-tetramethyl-1-silapropoxy)-5-[(1,1,2,2-tetramethyl-1-silapropoxy)methyl]oxolan-2-yl}-2-[1-benzylpyrazol-4yl]purine-6-ylamine), IC=1C(=NNC1)C (4-iodo-methylpyrazole), IC1=CC=C(CC2=NNC=C2)C=C1 (4-iodo-benzylpyrazole). Yields the product C[Si](C(C)(C)C)(O[C@H]1[C@@H](O[C@@H]([C@H]1O[Si](C(C)(C)C)(C)C)CO[Si](C(C)(C)C)(C)C)N1C2=NC(=NC(=C2N=C1)N)C=1C=NN(C1)C)C (9-{(2R,3R,4R,5R)-3,4-bis(1,1,2,2-tetramethyl-1silapropoxy)-5-[(1,1,2,2-tetramethyl-1-silapropoxy)methyl]oxolan-2-yl}-2-[1-methylpyrazol-4-yl]purine-6-ylamine). Reaction SMILES: [CH3:1][Si:2]([CH3:52])([O:7][C@@H:8]1[C@H:12]([O:13][Si:14]([CH3:20])([CH3:19])[C:15]([CH3:18])([CH3:17])[CH3:16])[C@@H:11]([CH2:21][O:22][Si:23]([CH3:29])([CH3:28])[C:24]([CH3:27])([CH3:26])[CH3:25])[O:10][C@H:9]1[N:30]1[CH:38]=[N:37][C:36]2[C:31]1=[N:32][C:33]([C:40]1[CH:41]=[N:42][N:43]([CH2:45]C3C=CC=CC=3)[CH:44]=1)=[N:34][C:35]=2[NH2:39])[C:3]([CH3:6])([CH3:5])[CH3:4].IC1C(C)=NNC=1.IC1C=CC(CC2C=CNN=2)=CC=1>>[CH3:52][Si:2]([CH3:1])([O:7][C@@H:8]1[C@H:12]([O:13][Si:14]([CH3:20])([CH3:19])[C:15]([CH3:16])([CH3:17])[CH3:18])[C@@H:11]([CH2:21][O:22][Si:23]([CH3:28])([CH3:29])[C:24]([CH3:27])([CH3:26])[CH3:25])[O:10][C@H:9]1[N:30]1[CH:38]=[N:37][C:36]2[C:31]1=[N:32][C:33]([C:40]1[CH:41]=[N:42][N:43]([CH3:45])[CH:44]=1)=[N:34][C:35]=2[NH2:39])[C:3]([CH3:4])([CH3:5])[CH3:6]. Procedure details: 9-{(2R,3R,4R,5R)-3,4-bis(1,1,2,2-tetramethyl-1silapropoxy)-5-[(1,1,2,2-tetramethyl-1-silapropoxy)methyl]oxolan-2-yl}-2-[1-methylpyrazol-4-yl]purine-6-ylamine (15) Compound 15 was prepared in the manner of compound 11 substituting 4-iodo-methylpyrazole for 4-iodo-benzylpyrazole to afford compound 15: 1H NMR(CDCl3) 0.00 (s, 3H, CH3), 0.01 (s, 3H, CH3), 0.04 (s, 3H, CH3), 0.07 (s, 3H, CH3), 0.11 (s, 3H, CH3), 0.14 (s, 3 H, CH3), 0.78 (s, 9H, t-bu), 0.83 (s, 9H, t-bu), 0.91 (s, 9H, t-bu), 3.8 (d, 1H... Starting materials: CC1(C2=CC=CC(=C2OC=2C(=CC=CC12)P(C1=CC=CC=C1)C1=CC=CC=C1)P(C1=CC=CC=C1)C1=CC=CC=C1)C (9,9-dimethyl-4,5-bis(diphenylphosphino)xanthene), BrC1=C(C(=CC(=C1)C(C)(OC)OC)C(F)(F)F)OC (1-Bromo-5-(1,1-dimethoxyethyl)-2-methoxy-3-trifluoromethylbenzene), Pd(II) acetate, C([O-])([O-])=O.[Cs+].[Cs+] (cesium carbonate), N1CCOCC1 (morpholine). The solvent is O1CCOCC1 (dioxane). Conditions: temperature 90 celsius, time 8 hour. Yields the product COC(C)(OC)C=1C=C(C(=C(C1)N1CCOCC1)OC)C(F)(F)F (4-[5-(1,1-Dimethoxyethyl)-2-methoxy-3-trifluoromethylphenyl]morpholine). RXN SMILES: Br[C:2]1[CH:7]=[C:6]([C:8]([O:12][CH3:13])([O:10][CH3:11])[CH3:9])[CH:5]=[C:4]([C:14]([F:17])([F:16])[F:15])[C:3]=1[O:18][CH3:19].C(=O)([O-])[O-].[Cs+].[Cs+].CC1(C)C2C=CC=C(P(C3C=CC=CC=3)C3C=CC=CC=3)C=2OC2C1=CC=CC=2P(C1C=CC=CC=1)C1C=CC=CC=1.[NH:68]1[CH2:73][CH2:72][O:71][CH2:70][CH2:69]1>O1CCOCC1>[CH3:11][O:10][C:8]([C:6]1[CH:5]=[C:4]([C:14]([F:17])([F:16])[F:15])[C:3]([O:18][CH3:19])=[C:2]([N:68]2[CH2:73][CH2:72][O:71][CH2:70][CH2:69]2)[CH:7]=1)([O:12][CH3:13])[CH3:9] |f:1.2.3|. Reported procedure: 1-Bromo-5-(1,1-dimethoxyethyl)-2-methoxy-3-trifluoromethylbenzene (O3.004; 700 mg) was initially charged in dioxane (7 ml) and admixed successively with Pd(II) acetate (46 mg), cesium carbonate (2 g), 9,9-dimethyl-4,5-bis(diphenylphosphino)xanthene (118 mg) and morpholine (0.27 ml). Thereafter, the reaction mixture was heated to 90° C. for 7 h and then left to stand overnight. Subsequently, it was filtered and the filtrate was concentrated by rotary evaporation. The residue was purified using si...